describe an organic reaction: reactants, conditions, products, and yield From a dataset of the Open Reaction Database (ORD), a public repository of structured organic reaction records. Reactants: C(C)(C)(C)OC(=O)N1[C@H](CC(C1)OC(C)=O)C=1N=C(SC1)N ((R)-4-Acetoxy-2-(2-amino-thiazol-4-yl)-pyrrolidine-1-carboxylic acid tert-butyl ester), ClC=1C=C(CN=C=O)C=CC1Cl (3,4-dichlorobenzyl isocyanate). Solvent: C(Cl)Cl (DCM). Reaction conditions: time 8 hour. Product: C(C)(C)(C)OC(=O)N1[C@H](CC(C1)OC(C)=O)C=1N=C(SC1)NC(=O)NCC1=CC(=C(C=C1)Cl)Cl ((R)-4-acetoxy-2-{2-[3-(3,4-dichloro-benzyl)-ureido]-thiazol-4-yl}-pyrrolidine-1-carboxylic acid tert-butyl ester). As a reaction SMILES: [C:1]([O:5][C:6]([N:8]1[CH2:12][CH:11]([O:13][C:14](=[O:16])[CH3:15])[CH2:10][C@@H:9]1[C:17]1[N:18]=[C:19]([NH2:22])[S:20][CH:21]=1)=[O:7])([CH3:4])([CH3:3])[CH3:2].[Cl:23][C:24]1[CH:25]=[C:26]([CH:31]=[CH:32][C:33]=1[Cl:34])[CH2:27][N:28]=[C:29]=[O:30]>C(Cl)Cl>[C:1]([O:5][C:6]([N:8]1[CH2:12][CH:11]([O:13][C:14](=[O:16])[CH3:15])[CH2:10][C@@H:9]1[C:17]1[N:18]=[C:19]([NH:22][C:29]([NH:28][CH2:27][C:26]2[CH:31]=[CH:32][C:33]([Cl:34])=[C:24]([Cl:23])[CH:25]=2)=[O:30])[S:20][CH:21]=1)=[O:7])([CH3:2])([CH3:3])[CH3:4]. Procedure: (R)-4-Acetoxy-2-(2-amino-thiazol-4-yl)-pyrrolidine-1-carboxylic acid tert-butyl ester (327 mg, 1 mmol) was combined with 3,4-dichlorobenzyl isocyanate (303 mg, 1.5 mmol) in DCM (10 mL) and stirred overnight. The reaction mixture was concentrated and purified by chromatography (silica gel, DCM/MeOH/NH4OH) to afford (R)-4-acetoxy-2-{2-[3-(3,4-dichloro-benzyl)-ureido]-thiazol-4-yl}-pyrrolidine-1-carboxylic acid tert-butyl ester. Reactants: solution, solution, O=O (oxygen), FC1=CC=2CC3=CC=CC=C3C2C=C1 (2-Fluorofluorene), [OH-].C(C1=CC=CC=C1)[N+](C)(C)C (benzyltrimethylammonium hydroxide), C (charcoal). Run in N1=CC=CC=C1 (pyridine), N1=CC=CC=C1 (pyridine). The product is FC1=CC=2C(C3=CC=CC=C3C2C=C1)=O (2-fluoro-9-fluorenone). RXN SMILES: [F:1][C:2]1[CH:14]=[CH:13][C:12]2[C:11]3[C:6](=[CH:7][CH:8]=[CH:9][CH:10]=3)[CH2:5][C:4]=2[CH:3]=1.[OH-:15].C([N+](C)(C)C)C1C=CC=CC=1.O=O.C>N1C=CC=CC=1>[F:1][C:2]1[CH:14]=[CH:13][C:12]2[C:11]3[C:6](=[CH:7][CH:8]=[CH:9][CH:10]=3)[C:5](=[O:15])[C:4]=2[CH:3]=1 |f:1.2|. Procedure: 2-Fluorofluorene (824.7 g, 4.48 mol) was dissolved in pyridine (4 L) and stirred. A 40% solution of Triton B (100 mL of benzyltrimethylammonium hydroxide 40% in pyridine according to a general procedure of U. Sprinzak, J. Amer. Chem. Soc. 80 (1958) 5449) was added and oxygen was bubbled into the vigorously stirred solution. This exothermic reaction was run for 20 hours whereupon an additional portion of the Triton B solution (50 mL) was added with continued stirring and oxygen addition for an ad... Starting materials: CCOC(=O)CCCCCCBr, O=C([O-])[O-], CCO, [I-], [K+], [K+], [Na+], COc1cccc(O)c1C=O. The product is CCOC(=O)CCCCCCOc1cccc(OC)c1C=O. Reaction SMILES: [Br:12][CH2:13][CH2:14][CH2:15][CH2:16][CH2:17][CH2:18][C:19](=[O:20])[O:21][CH2:22][CH3:23].[C:24](=[O:25])([O-:26])[O-:27].[CH3:32][CH2:33][OH:34].[I-:31].[K+:28].[K+:29].[Na+:30].[OH:1][c:2]1[c:3]([CH:4]=[O:5])[c:6]([O:10][CH3:11])[cH:7][cH:8][cH:9]1>>[O:1]([c:2]1[c:3]([CH:4]=[O:5])[c:6]([O:10][CH3:11])[cH:7][cH:8][cH:9]1)[CH2:13][CH2:14][CH2:15][CH2:16][CH2:17][CH2:18][C:19](=[O:20])[O:21][CH2:22][CH3:23]. The reactants are Cl, CN1CCCCC1=N, [Na+], [OH-], O, O=C=Nc1ccccc1, c1ccccc1. The product is CN1CCCCC1=NC(=O)Nc1ccccc1. RXN SMILES: [ClH:1].[NH:2]=[C:3]1[N:4]([CH3:9])[CH2:5][CH2:6][CH2:7][CH2:8]1.[Na+:11].[OH-:10].[OH2:27].[c:12]1([N:18]=[C:19]=[O:20])[cH:13][cH:14][cH:15][cH:16][cH:17]1.[cH:21]1[cH:22][cH:23][cH:24][cH:25][cH:26]1>>[N:2](=[C:3]1[N:4]([CH3:9])[CH2:5][CH2:6][CH2:7][CH2:8]1)[C:19]([NH:18][c:12]1[cH:13][cH:14][cH:15][cH:16][cH:17]1)=[O:20].